Dataset: the Open Reaction Database (ORD), a public repository of structured organic reaction records. Task: describe an organic reaction: reactants, conditions, products, and yield Reactants: BrC=1C=C(C=NC1)CO ((5-bromo-pyridin-3-yl)-methanol), COC(C1=CC(=CC=C1)S)=O (3-mercapto-benzoic acid methyl ester). Run in ClCCl.CO (dichloromethane methanol), ClCCl.CO (dichloromethane methanol). The product is N (ammonia), COC(C1=CC(=CC=C1)SC=1C=NC=C(C1)CO)=O (3-(5-hydroxymethyl-pyridin-3-ylsulfanyl)-benzoic acid methyl ester). Yield: 62.4%. Reaction SMILES: Br[C:2]1[CH:3]=[C:4]([CH2:8][OH:9])[CH:5]=[N:6][CH:7]=1.[CH3:10][O:11][C:12](=[O:20])[C:13]1[CH:18]=[CH:17][CH:16]=[C:15]([SH:19])[CH:14]=1>ClCCl.CO>[NH3:6].[CH3:10][O:11][C:12](=[O:20])[C:13]1[CH:18]=[CH:17][CH:16]=[C:15]([S:19][C:2]2[CH:7]=[N:6][CH:5]=[C:4]([CH2:8][OH:9])[CH:3]=2)[CH:14]=1 |f:2.3|. Procedure: Dissolve 3-bromo-5-hydroxymethyl-pyridinium chloridei [Kelly, T. R., Howard, H. R., Koe, K., Sarges, R. J. Med. Chem. 1985, 28, 1368-1371] (1.00 g, 4.45 mmol) in saturated aqueous sodium bicarbonate, extract three times with ethyl acetate, dry combined organic phases over sodium sulfate, condense to afford (5-bromo-pyridin-3-yl)-methanol. Employing the procedure of general method 1 using (5-bromo-pyridin-3-yl)-methanol (832 mg) and 3-mercapto-benzoic acid methyl ester (1.50 g, 8.91 mmol). Purify... Reactants: OCCCCC=CCCc1ccc(OCc2ccccc2)cc1, Cc1ccc(S(=O)(=O)Cl)cc1, c1ccncc1. Product: Cc1ccc(S(=O)(=O)OCCCCC=CCCc2ccc(OCc3ccccc3)cc2)cc1. Reaction SMILES: [CH2:1]([c:2]1[cH:3][cH:4][cH:5][cH:6][cH:7]1)[O:8][c:9]1[cH:10][cH:11][c:12]([CH2:15][CH2:16][CH:17]=[CH:18][CH2:19][CH2:20][CH2:21][CH2:22][OH:23])[cH:13][cH:14]1.[c:24]1([CH3:34])[cH:25][cH:26][c:27]([S:30](=[O:31])(=[O:32])[Cl:33])[cH:28][cH:29]1.[cH:35]1[cH:36][cH:37][n:38][cH:39][cH:40]1>>[CH2:1]([c:2]1[cH:3][cH:4][cH:5][cH:6][cH:7]1)[O:8][c:9]1[cH:10][cH:11][c:12]([CH2:15][CH2:16][CH:17]=[CH:18][CH2:19][CH2:20][CH2:21][CH2:22][O:23][S:30]([c:27]2[cH:26][cH:25][c:24]([CH3:34])[cH:29][cH:28]2)(=[O:31])=[O:32])[cH:13][cH:14]1. Reactants: C1COCCO1, CSC1CNC2C(O)COC12, [Na+], [Na+], O=C([O-])[O-], O, O=C(Cl)OCC1c2ccccc2-c2ccccc21. Product: CSC1CN(C(=O)OCC2c3ccccc3-c3ccccc32)C2C(O)COC12. RXN SMILES: [CH2:36]1[O:37][CH2:38][CH2:39][O:40][CH2:41]1.[CH3:1][S:2][CH:3]1[CH:4]2[CH:5]([NH:6][CH2:7]1)[CH:8]([OH:11])[CH2:9][O:10]2.[Na+:12].[Na+:13].[O-:14][C:15](=[O:16])[O-:17].[OH2:42].[cH:18]1[cH:19][cH:20][cH:21][c:22]2[c:30]1[CH:29]([CH2:31][O:32][C:33](=[O:34])[Cl:35])[c:28]1[c:23]-2[cH:24][cH:25][cH:26][cH:27]1>>[CH3:1][S:2][CH:3]1[CH:4]2[CH:5]([N:6]([C:33]([O:32][CH2:31][CH:29]3[c:28]4[c:23]([cH:24][cH:25][cH:26][cH:27]4)-[c:22]4[cH:21][cH:20][cH:19][cH:18][c:30]43)=[O:34])[CH2:7]1)[CH:8]([OH:11])[CH2:9][O:10]2. The reactants are S(C)C ((CH3)2S), FC(S(=O)(=O)[O-])(F)F (trifluoromethanesulfonate), O1CCCC1 (tetrahydrofuran), O1CCCC1 (tetrahydrofuran), CuBr, [Mg] (magnesium), II (iodine), O1CCCC1 (tetrahydrofuran), [Br-] (bromide), [Cl-].[NH4+] (ammonium chloride), O1CCCC1 (tetrahydrofuran), aqueous solution, BrCCC1=CC=CC=C1 (2-bromoethylbenzene). The solvent is ClCCl (dichloromethane), ClCCl (dichloromethane). Run at temperature 0 celsius, time 2.5 hour. Product: C1(=CC=CC=C1)CCCC1OC2=CC=CC=C2CC1 (2-(3-Phenylpropyl)chromane). The yield is 85.0%. As a reaction SMILES: [Mg].II.Br[CH2:5][CH2:6][C:7]1[CH:12]=[CH:11][CH:10]=[CH:9][CH:8]=1.[Br-].S(C)C.FC(F)(F)S([O-])(=O)=O.[Cl-].[NH4+].[O:27]1[CH2:31][CH2:30][CH2:29][CH2:28]1>ClCCl>[C:7]1([CH2:6][CH2:5][CH2:10][CH:9]2[CH2:8][CH2:7][C:6]3[C:31](=[CH:30][CH:29]=[CH:28][CH:5]=3)[O:27]2)[CH:12]=[CH:11][CH:10]=[CH:9][CH:8]=1 |f:6.7|. Reported procedure: A suspension of magnesium (0.304 g, 12.6 mmol) in dry tetrahydrofuran (5 ml) with a iodine crystal was added drop by drop and under inert atmosphere with a solution of 2-bromoethylbenzene (1.72 ml, 12.6 mmol) in dry tetrahydrofuran (12 ml). The reaction, started during the bromide addition, was left at room temperature for 2.5 h. After that a solution of CuBr.(CH3)2S (163 mg, 0.79 mmol) in tetrahydrofuran (2 ml) and a solution of 2-chromanemethyl trifluoromethanesulfonate (1.381 g, 4.67 mmol) in...